This data is from the Open Reaction Database (ORD), a public repository of structured organic reaction records. The task is: describe an organic reaction: reactants, conditions, products, and yield Reactants: ICl (Iodine monochloride), [N-]=[N+]=[N-].[Na+] (sodium azide), OCC(CCN1C(=O)NC(=O)C(=C1)C=C)CO (1-[4-Hydroxy-3-(hydroxymethyl)-1-butyl]-5-vinyluracil), C(Cl)(Cl)Cl.CO (chloroform methanol). The solvent is C(C)#N (acetonitrile), C(C)#N (acetonitrile). Conditions: temperature 0 celsius. Product: OCC(CCN1C(=O)NC(=O)C(=C1)C(CI)N=[N+]=[N-])CO (1-[4-Hydroxy-3-(hydroxymethyl)-1-butyl]-5-(1-azido-2-iodoethyl)uracil). The yield is 21.3%. Reaction SMILES: [I:1]Cl.[N-:3]=[N+:4]=[N-:5].[Na+].[OH:7][CH2:8][CH:9]([CH2:22][OH:23])[CH2:10][CH2:11][N:12]1[CH:19]=[C:18]([CH:20]=[CH2:21])[C:16](=[O:17])[NH:15][C:13]1=[O:14].C(Cl)(Cl)Cl.CO>C(#N)C>[OH:7][CH2:8][CH:9]([CH2:22][OH:23])[CH2:10][CH2:11][N:12]1[CH:19]=[C:18]([CH:20]([N:3]=[N+:4]=[N-:5])[CH2:21][I:1])[C:16](=[O:17])[NH:15][C:13]1=[O:14] |f:1.2,4.5|. Procedure: Iodine monochloride (50 mg, 0.3 mmol) was added slowly with stirring during a five minute period to a suspension of sodium azide (72 mg, 1.1 mmol) in dry acetonitrile (10 ml) at ice-bath temperature with stirring. This mixture was stirred for a further 5 min., a solution of 20 (66 mg, 0.275 mmol) in dry acetonitrile (40 ml) was added, the reaction mixture was maintained at 0° C. for 30 min. with stirring. The resulting red-brown colored reaction mixture was poured onto ice cold water (25 ml), th...